From a dataset of the Open Reaction Database (ORD), a public repository of structured organic reaction records. describe an organic reaction: reactants, conditions, products, and yield The reactants are 4.30, [Al+3].[Cl-].[Cl-].[Cl-] (AlCl3), CC(C(=O)C1=CC=C(C=C1)SC1=CC=CC=C1)(C)N1CCOCC1 (2-methyl-2-morpholin yl-1-(4-phenylsulphanyl-phenyl)-propan-1-one), BrC(C(=O)Br)(C)C (α-bromoisobutyrylbromide). Run in ClCCl (dichloromethane). Conditions: time 2.5 hour. The product is BrC(C(=O)C1=CC=C(C=C1)SC1=CC=C(C=C1)C(C(C)(N1CCOCC1)C)=O)(C)C (1-{4-[4-(2-bromo-2-methyl-propionyl)-phenylsulphanyl]-phenyl}-2-methyl-2-morpholin-4-yl-propan-1-one). The yield is 100.0%. As a reaction SMILES: [Al+3].[Cl-].[Cl-].[Cl-].[CH3:5][C:6]([N:23]1[CH2:28][CH2:27][O:26][CH2:25][CH2:24]1)([CH3:22])[C:7]([C:9]1[CH:14]=[CH:13][C:12]([S:15][C:16]2[CH:21]=[CH:20][CH:19]=[CH:18][CH:17]=2)=[CH:11][CH:10]=1)=[O:8].[Br:29][C:30]([CH3:35])([CH3:34])[C:31](Br)=[O:32]>ClCCl>[Br:29][C:30]([CH3:35])([CH3:34])[C:31]([C:19]1[CH:20]=[CH:21][C:16]([S:15][C:12]2[CH:13]=[CH:14][C:9]([C:7](=[O:8])[C:6]([CH3:5])([N:23]3[CH2:24][CH2:25][O:26][CH2:27][CH2:28]3)[CH3:22])=[CH:10][CH:11]=2)=[CH:17][CH:18]=1)=[O:32] |f:0.1.2.3|. Reported procedure: 4.30 (32.20 mol) of AlCl3 were added in portion under stirring to a solution of 2.5 g (7.32 mmol) of 2-methyl-2-morpholin yl-1-(4-phenylsulphanyl-phenyl)-propan-1-one and 1.81 g (7.69 mmol) of α-bromoisobutyrylbromide (97.5% w/w) in 50 ml of dichloromethane, between 0 e 5° C. At the end of the addition the temperature was brought to 25° C. then, after 2.5 h, the reaction was quenched in 200 ml of iced water. The organic phase was separated and washed with water and 5% NaOH then dried with sodium... Reactants: crude product, C(C)(=O)OCC (ethyl acetate), C1(=CC=C(C=C1)[Si](C)(C)CCl)C1=CC=CC=C1 ((1,1'-biphenyl-4-yl)chloromethyldimethylsilane), [Na].N1C=NC=C1 (imidazole sodium salt). Run in hexanes, hexanes, CN(C=O)C (dimethylformamide), O (water). Yields the product C1(=CC=C(C=C1)[Si](CN1C=NC=C1)(C)C)C1=CC=CC=C1 ((1,1'-Biphenyl-4-yl)dimethyl(1H-imidazol-1-ylmethyl)silane). The yield is 28.7%. Reaction SMILES: [C:1]1([C:12]2[CH:17]=[CH:16][CH:15]=[CH:14][CH:13]=2)[CH:6]=[CH:5][C:4]([Si:7]([CH2:10]Cl)([CH3:9])[CH3:8])=[CH:3][CH:2]=1.[Na].[NH:19]1[CH:23]=[CH:22][N:21]=[CH:20]1.C(OCC)(=O)C>CN(C)C=O.O>[C:1]1([C:12]2[CH:17]=[CH:16][CH:15]=[CH:14][CH:13]=2)[CH:6]=[CH:5][C:4]([Si:7]([CH3:9])([CH3:8])[CH2:10][N:19]2[CH:23]=[CH:22][N:21]=[CH:20]2)=[CH:3][CH:2]=1 |f:1.2,^1:17|. Procedure details: A mixture of 2.6 g (0.010 mol) of (1,1'-biphenyl-4-yl)chloromethyldimethylsilane and 1.1 g (0.012 mol) of imidazole sodium salt in 5 ml of dimethylformamide was warmed to 80°-90° for 2 hours, cooled, diluted with water, and extracted with ether. The ether solution was washed with water and brine, dried over magnesium sulfate, and evaporated to leave 2.0 g of a viscous, pale yellow oil. Trituration of a small sample with hexanes gave a solid. The bulk of the crude product was then taken up in a h...